This data is from the Open Reaction Database (ORD), a public repository of structured organic reaction records. The task is: describe an organic reaction: reactants, conditions, products, and yield Starting materials: CC(C)(C)[Si](C)(C)OCCOCCCCCCBr, CC1(C)OCc2cc(C3CNC(=O)O3)ccc2O1, [H-], [Na+], O=P([O-])([O-])[O-], CN(C)C=O. The product is CC1(C)OCc2cc(C3CN(CCCCCCOCCO[Si](C)(C)C(C)(C)C)C(=O)O3)ccc2O1. As a reaction SMILES: [Br:21][CH2:22][CH2:23][CH2:24][CH2:25][CH2:26][CH2:27][O:28][CH2:29][CH2:30][O:31][Si:32]([CH3:33])([CH3:34])[C:35]([CH3:36])([CH3:37])[CH3:38].[CH3:1][C:2]1([CH3:18])[O:3][CH2:4][c:5]2[c:6]([cH:8][cH:9][c:10]([CH:12]3[CH2:13][NH:14][C:15](=[O:17])[O:16]3)[cH:11]2)[O:7]1.[H-:19].[Na+:20].[O-:39][P:40](=[O:41])([O-:42])[O-:43].[O:44]=[CH:45][N:46]([CH3:47])[CH3:48]>>[CH3:1][C:2]1([CH3:18])[O:3][CH2:4][c:5]2[c:6]([cH:8][cH:9][c:10]([CH:12]3[CH2:13][N:14]([CH2:22][CH2:23][CH2:24][CH2:25][CH2:26][CH2:27][O:28][CH2:29][CH2:30][O:31][Si:32]([CH3:33])([CH3:34])[C:35]([CH3:36])([CH3:37])[CH3:38])[C:15](=[O:17])[O:16]3)[cH:11]2)[O:7]1. Reactants: O=S(=O)(Nc1cc(Cl)ccc1SC(F)(F)F)c1cc2ccccc2o1, ClCCl, O=C(OO)c1cccc(Cl)c1. The product is O=S(c1ccc(Cl)cc1NS(=O)(=O)c1cc2ccccc2o1)C(F)(F)F. RXN SMILES: [Cl:12][c:13]1[cH:14][cH:15][c:16]([S:32][C:33]([F:34])([F:35])[F:36])[c:17]([NH:19][S:20](=[O:21])(=[O:22])[c:23]2[o:24][c:25]3[c:26]([cH:27]2)[cH:28][cH:29][cH:30][cH:31]3)[cH:18]1.[Cl:37][CH2:38][Cl:39].[OH:1][O:2][C:3]([c:4]1[cH:5][c:6]([Cl:7])[cH:8][cH:9][cH:10]1)=[O:11]>>[O:1]=[S:32]([c:16]1[cH:15][cH:14][c:13]([Cl:12])[cH:18][c:17]1[NH:19][S:20](=[O:21])(=[O:22])[c:23]1[o:24][c:25]2[c:26]([cH:27]1)[cH:28][cH:29][cH:30][cH:31]2)[C:33]([F:34])([F:35])[F:36]. The reactants are [N+](=O)([O-])C=1C=CC2=C(C(=NCC=3N2C(=NN3)CCl)C3=CC=CC=C3)C1 (8-nitro-1-(chloromethyl)-6-phenyl-4H-s-triazolo[4,3-a][1,4]benzodiazepine), C(CC)NCC1CC1 (propyl(cyclopropylmethyl)-amine). Yields the product [N+](=O)([O-])C=1C=CC2=C(C(=NCC=3N2C(=NN3)CN(CCC)CC3CC3)C3=CC=CC=C3)C1 (8-nitro-1-[[(cyclopropylmethyl)propylamino]methyl]-6-phenyl-4H-s-triazolo[4,3-a][1,4]benzodiazepine). Reaction SMILES: [N+:1]([C:4]1[CH:5]=[CH:6][C:7]2[N:13]3[C:14]([CH2:17]Cl)=[N:15][N:16]=[C:12]3[CH2:11][N:10]=[C:9]([C:19]3[CH:24]=[CH:23][CH:22]=[CH:21][CH:20]=3)[C:8]=2[CH:25]=1)([O-:3])=[O:2].[CH2:26]([NH:29][CH2:30][CH:31]1[CH2:33][CH2:32]1)[CH2:27][CH3:28]>>[N+:1]([C:4]1[CH:5]=[CH:6][C:7]2[N:13]3[C:14]([CH2:17][N:29]([CH2:30][CH:31]4[CH2:33][CH2:32]4)[CH2:26][CH2:27][CH3:28])=[N:15][N:16]=[C:12]3[CH2:11][N:10]=[C:9]([C:19]3[CH:24]=[CH:23][CH:22]=[CH:21][CH:20]=3)[C:8]=2[CH:25]=1)([O-:3])=[O:2]. Procedure: In the manner given in Preparation 29, 8-nitro-1-(chloromethyl)-6-phenyl-4H-s-triazolo[4,3-a][1,4]benzodiazepine is treated with propyl(cyclopropylmethyl)-amine to give 8-nitro-1-[[(cyclopropylmethyl)propylamino]methyl]-6-phenyl-4H-s-triazolo[4,3-a][1,4]benzodiazepine. Preparation 35 8-Fluoro-1-[[(cyclopropylmethyl)ethylamino]methyl]-6-(o-fluorophenyl)-4H-s-triazolo[4,3-a][1,4]benzodiazepine The reactants are NC1=NN(CC1)C1=CC2=CC=CC=C2C=C1 (3-Amino-1-(2-naphthyl)-2-pyrazoline), CN=C=S (methylisothiocyanate). The solvent is CO (methanol). Yields the product CNC(NC1=NN(CC1)C1=CC2=CC=CC=C2C=C1)=S (3-(3-Methylthioureido)-1-(2-naphthyl)-2-pyrazoline). RXN SMILES: [NH2:1][C:2]1[CH2:6][CH2:5][N:4]([C:7]2[CH:16]=[CH:15][C:14]3[C:9](=[CH:10][CH:11]=[CH:12][CH:13]=3)[CH:8]=2)[N:3]=1.[CH3:17][N:18]=[C:19]=[S:20]>CO>[CH3:17][NH:18][C:19](=[S:20])[NH:1][C:2]1[CH2:6][CH2:5][N:4]([C:7]2[CH:16]=[CH:15][C:14]3[C:9](=[CH:10][CH:11]=[CH:12][CH:13]=3)[CH:8]=2)[N:3]=1. Reported procedure: 3-Amino-1-(2-naphthyl)-2-pyrazoline (1 g) and methylisothiocyanate (1.4 g) were heated at 130° for 7 hours. The cooled reaction mixture was diluted with methanol and the solid product collected by filtration. Starting materials: C(C)(C)(C)OC(NC(CO)(C)C1=CC=C(C=C1)F)=O ((1-(4-fluorophenyl)-2-hydroxy-1-methylethyl)carbamic acid tertiary butyl ester), C(C)OC(C)=O.Cl (hydrochloric acid ethyl acetate). Solvent: C(C)(=O)OCC (ethyl acetate). Reaction conditions: time 3 hour. Product: Cl.NC(CO)(C)C1=CC=C(C=C1)F (2-amino-2-(4-fluorophenyl)propan-1-ol hydrochloric acid salt). RXN SMILES: C(OC(=O)[NH:7][C:8]([C:12]1[CH:17]=[CH:16][C:15]([F:18])=[CH:14][CH:13]=1)([CH3:11])[CH2:9][OH:10])(C)(C)C.C(OC(=O)C)C.[ClH:26]>C(OCC)(=O)C>[ClH:26].[NH2:7][C:8]([C:12]1[CH:13]=[CH:14][C:15]([F:18])=[CH:16][CH:17]=1)([CH3:11])[CH2:9][OH:10] |f:1.2,4.5|. Procedure details: To an ethyl acetate (1 mL) solution of (1-(4-fluorophenyl)-2-hydroxy-1-methylethyl)carbamic acid tertiary butyl ester (252 mg), 4 N hydrochloric acid ethyl acetate solution (3 mL) was added, and the reaction solution was agitated at room temperature for 3 hours. The reaction solution was concentrated under reduced pressure to obtain 192 mg of the title compound. The physical properties of the compound are as follows. Reactants: CCOC(=O)c1cc(CO)cc(C(=O)OCC)c1, CC(C)=O, CCO, [Na+], [OH-]. Yields the product CCOC(=O)c1cc(CO)cc(C(=O)O)c1. RXN SMILES: [CH2:1]([CH3:2])[O:3][C:4]([c:5]1[cH:6][c:7]([C:8](=[O:9])[O:10][CH2:11][CH3:12])[cH:13][c:14]([CH2:16][OH:17])[cH:15]1)=[O:18].[CH3:21][C:22](=[O:23])[CH3:24].[CH3:25][CH2:26][OH:27].[Na+:20].[OH-:19]>>[CH2:1]([CH3:2])[O:3][C:4]([c:5]1[cH:6][c:7]([C:8](=[O:9])[OH:10])[cH:13][c:14]([CH2:16][OH:17])[cH:15]1)=[O:18].